From a dataset of the Open Reaction Database (ORD), a public repository of structured organic reaction records. describe an organic reaction: reactants, conditions, products, and yield Starting materials: BrB(Br)Br, COc1ccc(Oc2ncc(Br)cn2)cc1, ClCCl, O. The product is Oc1ccc(Oc2ncc(Br)cn2)cc1. As a reaction SMILES: [B:17]([Br:18])([Br:19])[Br:20].[Br:1][c:2]1[cH:3][n:4][c:5]([O:8][c:9]2[cH:10][cH:11][c:12]([O:15][CH3:16])[cH:13][cH:14]2)[n:6][cH:7]1.[CH2:22]([Cl:23])[Cl:24].[OH2:21]>>[Br:1][c:2]1[cH:3][n:4][c:5]([O:8][c:9]2[cH:10][cH:11][c:12]([OH:15])[cH:13][cH:14]2)[n:6][cH:7]1. Reactants: CC(C)C(=O)NN, O=C(O)C1CC(c2ccc(OC(F)(F)F)cc2)CN(C(=O)N2CCOCC2)C1. The product is CC(C)C(=O)NNC(=O)C1CC(c2ccc(OC(F)(F)F)cc2)CN(C(=O)N2CCOCC2)C1. RXN SMILES: [CH3:29][CH:30]([C:31](=[O:32])[NH:33][NH2:34])[CH3:35].[O:1]1[CH2:2][CH2:3][N:4]([C:7](=[O:8])[N:9]2[CH2:10][CH:11]([C:26](=[O:27])[OH:28])[CH2:12][CH:13]([c:15]3[cH:16][cH:17][c:18]([O:21][C:22]([F:23])([F:24])[F:25])[cH:19][cH:20]3)[CH2:14]2)[CH2:5][CH2:6]1>>[O:1]1[CH2:2][CH2:3][N:4]([C:7](=[O:8])[N:9]2[CH2:10][CH:11]([C:26](=[O:27])[NH:34][NH:33][C:31]([CH:30]([CH3:29])[CH3:35])=[O:32])[CH2:12][CH:13]([c:15]3[cH:16][cH:17][c:18]([O:21][C:22]([F:23])([F:24])[F:25])[cH:19][cH:20]3)[CH2:14]2)[CH2:5][CH2:6]1. Starting materials: C(C)(C)(C)[C@@H]1NC(O[C@H]2[C@H](CCCCCC=3C(=NC=4C=CC=CC4C3O)O[C@@H]3C[C@H](N(C1=O)C3)C(=O)OC)C2)=O (methyl (1aR,5S,8S,10R,22aR)-5-tert-butyl-17-hydroxy-3,6-dioxo-1,1a,3,4,5,6,9,10,18,19,20,21,22,22a-tetradecahydro-8H-7,10-methanocyclopropa[18,19][1,10,3,6]dioxadiazacyclononadecino[11,12-b]quinoline-8-carboxylate), C(=O)(OC(C)(C)C)N1CCC(CC1)O (1-Boc-4-hydroxypiperidine). Yields the product C(C)(C)(C)OC(=O)N1CCC(CC1)OC1=C2C(=NC=3C=CC=CC13)O[C@@H]1C[C@H](N(C([C@@H](NC(O[C@H]3[C@H](CCCCC2)C3)=O)C(C)(C)C)=O)C1)C(=O)OC (methyl (1aR,5S,8S,10R,22aR)-17-{[1-(tert-butoxycarbonyl)piperidin-4-yl]oxy}-5-tert-butyl-3,6-dioxo-1,1a,3,4,5,6,9,10,18,19,20,21,22,22a-tetradecahydro-8H-7,10-methanocyclopropa[18,19][1,10,3,6]dioxadiazacyclononadecino[11,12-b]quinoline-8-carboxylate). Reaction SMILES: [C:1]([C@H:5]1[C:32](=[O:33])[N:31]2[CH2:34][C@@H:28]([CH2:29][C@H:30]2[C:35]([O:37][CH3:38])=[O:36])[O:27][C:17]2=[N:18][C:19]3[CH:20]=[CH:21][CH:22]=[CH:23][C:24]=3[C:25]([OH:26])=[C:16]2[CH2:15][CH2:14][CH2:13][CH2:12][CH2:11][C@@H:10]2[CH2:39][C@H:9]2[O:8][C:7](=[O:40])[NH:6]1)([CH3:4])([CH3:3])[CH3:2].[C:41]([N:48]1[CH2:53][CH2:52][CH:51](O)[CH2:50][CH2:49]1)([O:43][C:44]([CH3:47])([CH3:46])[CH3:45])=[O:42]>>[C:44]([O:43][C:41]([N:48]1[CH2:53][CH2:52][CH:51]([O:26][C:25]2[C:24]3[CH:23]=[CH:22][CH:21]=[CH:20][C:19]=3[N:18]=[C:17]3[O:27][C@H:28]4[CH2:34][N:31]([C:32](=[O:33])[C@H:5]([C:1]([CH3:4])([CH3:2])[CH3:3])[NH:6][C:7](=[O:40])[O:8][C@@H:9]5[CH2:39][C@H:10]5[CH2:11][CH2:12][CH2:13][CH2:14][CH2:15][C:16]=23)[C@H:30]([C:35]([O:37][CH3:38])=[O:36])[CH2:29]4)[CH2:50][CH2:49]1)=[O:42])([CH3:47])([CH3:45])[CH3:46]. Procedure: The title compound was prepared using the same method as described in Example 210, Step 1 with methyl (1aR,5S,8S,10R,22aR)-5-tert-butyl-17-hydroxy-3,6-dioxo-1,1a,3,4,5,6,9,10,18,19,20,21,22,22a-tetradecahydro-8H-7,10-methanocyclopropa[18,19][1,10,3,6]dioxadiazacyclononadecino[11,12-b]quinoline-8-carboxylate (Example 113, Step 5) and 1-Boc-4-hydroxypiperidine. LRMS (ES+) m/z 737.5 (M+H)+. Starting materials: C1(CCCC1)C#N (cyclopentanecarbonitrile), Cl (HCl), CCO (EtOH). Run at time 8 hour. Product: C1(CCCC1)C(OCC)=N (ethyl cyclopentanecarbimidate). RXN SMILES: [CH:1]1([C:6]#[N:7])[CH2:5][CH2:4][CH2:3][CH2:2]1.Cl.[CH3:9][CH2:10][OH:11]>>[CH:1]1([C:6](=[NH:7])[O:11][CH2:10][CH3:9])[CH2:5][CH2:4][CH2:3][CH2:2]1. Procedure: A solution of cyclopentanecarbonitrile (10.0 g, 105.1 mmol) in EtOH (7 mL) was treated with HCl (4.0 M in dioxane, 105 mL, 3.02 mol) and the mixture stirred at rt overnight. After this time, nitrogen gas was passed through the mixture and the mixture was concentrated. The residue was treated with ether and reconcentrated. The residue was again suspended in ether and filtered to afford the title compound (16.0 g, crude) as a white solid. MW=141.21. 1H NMR (CDCl3, 500 MHz) δ 4.79-4.46 (m, 2H), 3.4...